This data is from the Open Reaction Database (ORD), a public repository of structured organic reaction records. The task is: describe an organic reaction: reactants, conditions, products, and yield Reactants: [Br-].[Br-].[Br-].C1(=CC=CC=C1)[N+](C)(C)C.C1(=CC=CC=C1)[N+](C)(C)C.C1(=CC=CC=C1)[N+](C)(C)C (phenyltrimethylammonium tribromide), C(O)([O-])=O.[Na+] (sodium hydrogencarbonate), C(C)OC=1C=C(C=C(C1)S(F)(F)(F)(F)F)C(CC)=O (1-[3-Ethoxy-5-(pentafluorosulfanyl)phenyl]propan-1-one), O (water). Run in C1CCOC1 (THF), CC(OCC)=O (EA). The product is BrC(C(=O)C1=CC(=CC(=C1)S(F)(F)(F)(F)F)OCC)C (2-Bromo-1-[3-ethoxy-5-(pentafluorosulfanyl)phenyl]propan-1-one). Isolated yield 109.8%. As a reaction SMILES: [CH2:1]([O:3][C:4]1[CH:5]=[C:6]([C:16](=[O:19])[CH2:17][CH3:18])[CH:7]=[C:8]([S:10]([F:15])([F:14])([F:13])([F:12])[F:11])[CH:9]=1)[CH3:2].[Br-:20].[Br-].[Br-].C1([N+](C)(C)C)C=CC=CC=1.C1([N+](C)(C)C)C=CC=CC=1.C1([N+](C)(C)C)C=CC=CC=1.O.C(=O)([O-])O.[Na+]>C1COCC1.CC(=O)OCC>[Br:20][CH:17]([CH3:18])[C:16]([C:6]1[CH:7]=[C:8]([S:10]([F:11])([F:12])([F:13])([F:15])[F:14])[CH:9]=[C:4]([O:3][CH2:1][CH3:2])[CH:5]=1)=[O:19] |f:1.2.3.4.5.6,8.9|. Procedure details: 1-[3-Ethoxy-5-(pentafluorosulfanyl)phenyl]propan-1-one (O2.064; 150 mg) was dissolved in THF (15 ml), and phenyltrimethylammonium tribromide (185 mg) was added while stirring at RT. After stirring at RT for 5 h, the mixture was admixed with water and saturated sodium hydrogencarbonate solution, and EA was added. The EA phase was removed and the alkaline water phase was extracted three times with EA. The combined organic phases were washed once with saturated sodium chloride solution, dried over ... Starting materials: O1CCCC1 (tetrahydrofuran), [BH4-].[Na+] (NaBH4), C(#N)C=1C(=C(C=O)C=CC1)[N+](=O)[O-] (3-cyano-2-nitrobenzaldehyde). Yields the product OCC=1C(=C(C#N)C=CC1)[N+](=O)[O-] (3-(Hydroxymethyl)-2-nitrobenzonitrile). Yield: 90.4%. Reported procedure: To a solution of NaBH4 (0.2 g) in ethanol (10 ml) at ice bath temperature was added a solution of 3-cyano-2-nitrobenzaldehyde from Example 2c (0.93 g) in ethanol:tetrahydrofuran (15 ml:15 ml). After the addition was completed, the solution was warmed to ambient temperature and stirred for 30 minutes. The volatiles were removed under aspirator vacuum and the residue suspended in water. Dilute (1% aqueous) hydrochloric acid was added slowly until gas evolution had ceased. Ethyl acetate was then ad... RXN SMILES: [BH4-].[Na+].[C:3]([C:5]1[C:6]([N+:13]([O-:15])=[O:14])=[C:7]([CH:10]=[CH:11][CH:12]=1)[CH:8]=[O:9])#[N:4].O1CCCC1>C(O)C>[OH:9][CH2:8][C:7]1[C:6]([N+:13]([O-:15])=[O:14])=[C:5]([CH:12]=[CH:11][CH:10]=1)[C:3]#[N:4] |f:0.1|. Run in C(C)O (ethanol), C(C)O (ethanol). Conditions: time 30 minute. The reactants are C1CCOC1, C=CCC(C(=O)OC)N(C)C(=O)C(CCC)CCC, Cl, [Li+], [OH-], O. The product is C=CCC(C(=O)O)N(C)C(=O)C(CCC)CCC. As a reaction SMILES: [CH2:24]1[O:25][CH2:26][CH2:27][CH2:28]1.[CH3:4][N:5]([C:6]([CH:7]([CH2:8][CH2:9][CH3:10])[CH2:11][CH2:12][CH3:13])=[O:14])[CH:15]([C:16](=[O:17])[O:18][CH3:19])[CH2:20][CH:21]=[CH2:22].[ClH:23].[Li+:2].[OH-:1].[OH2:3]>>[CH3:4][N:5]([C:6]([CH:7]([CH2:8][CH2:9][CH3:10])[CH2:11][CH2:12][CH3:13])=[O:14])[CH:15]([C:16](=[O:17])[OH:18])[CH2:20][CH:21]=[CH2:22].